Dataset: the Open Reaction Database (ORD), a public repository of structured organic reaction records. Task: describe an organic reaction: reactants, conditions, products, and yield The reactants are COC(=O)c1c[nH]c(Br)c1C, O=C([O-])[O-], CCOC(C)=O, OB(O)c1ccc(F)cc1Cl, [Na+], [Na+], O, [Pd], c1ccc(P(c2ccccc2)c2ccccc2)cc1, Cc1ccccc1, c1ccc(P(c2ccccc2)c2ccccc2)cc1, c1ccc(P(c2ccccc2)c2ccccc2)cc1, c1ccc(P(c2ccccc2)c2ccccc2)cc1. Yields the product COC(=O)c1c[nH]c(-c2ccc(F)cc2Cl)c1C. As a reaction SMILES: [Br:1][c:2]1[c:3]([CH3:11])[c:4]([C:7](=[O:8])[O:9][CH3:10])[cH:5][nH:6]1.[C:23](=[O:24])([O-:25])[O-:26].[CH3:37][CH2:38][O:39][C:40](=[O:41])[CH3:42].[Cl:12][c:13]1[c:14]([B:20]([OH:21])[OH:22])[cH:15][cH:16][c:17]([F:19])[cH:18]1.[Na+:27].[Na+:28].[OH2:29].[Pd:119].[c:100]1([P:101]([c:102]2[cH:103][cH:104][cH:105][cH:106][cH:107]2)[c:108]2[cH:109][cH:110][cH:111][cH:112][cH:113]2)[cH:114][cH:115][cH:116][cH:117][cH:118]1.[c:30]1([CH3:31])[cH:32][cH:33][cH:34][cH:35][cH:36]1.[c:43]1([P:44]([c:45]2[cH:46][cH:47][cH:48][cH:49][cH:50]2)[c:51]2[cH:52][cH:53][cH:54][cH:55][cH:56]2)[cH:57][cH:58][cH:59][cH:60][cH:61]1.[c:62]1([P:63]([c:64]2[cH:65][cH:66][cH:67][cH:68][cH:69]2)[c:70]2[cH:71][cH:72][cH:73][cH:74][cH:75]2)[cH:76][cH:77][cH:78][cH:79][cH:80]1.[c:81]1([P:82]([c:83]2[cH:84][cH:85][cH:86][cH:87][cH:88]2)[c:89]2[cH:90][cH:91][cH:92][cH:93][cH:94]2)[cH:95][cH:96][cH:97][cH:98][cH:99]1>>[c:2]1(-[c:14]2[c:13]([Cl:12])[cH:18][c:17]([F:19])[cH:16][cH:15]2)[c:3]([CH3:11])[c:4]([C:7](=[O:8])[O:9][CH3:10])[cH:5][nH:6]1. Reactants: [BH4-], N#CC1=CC2CCC(C1)N2CC(F)(F)F, CO, [K+], [Na+], O=P([O-])(O)O, c1ccncc1. Product: N#CC1CC2CCC(C1)N2CC(F)(F)F. RXN SMILES: [BH4-:18].[C:1](#[N:2])[C:3]1=[CH:4][CH:5]2[CH2:6][CH2:7][CH:8]([CH2:9]1)[N:10]2[CH2:11][C:12]([F:13])([F:14])[F:15].[CH3:16][OH:17].[K+:20].[Na+:19].[OH:21][P:22](=[O:23])([O-:24])[OH:25].[cH:26]1[cH:27][cH:28][n:29][cH:30][cH:31]1>>[C:1](#[N:2])[CH:3]1[CH2:4][CH:5]2[CH2:6][CH2:7][CH:8]([CH2:9]1)[N:10]2[CH2:11][C:12]([F:13])([F:14])[F:15]. The reactants are C(C)OC(=O)COC1=CC=C(C=C1)C=CC1=CC=CC=2N1C=NC2 (5-[2-(p-[Ethoxycarbonylmethoxy]phenyl)-ethen-1-yl]imidazo[1,5-a]pyridine), [OH-].[Na+] (sodium hydroxide). The solvent is C(C)O (ethanol). Yields the product substituted phenoxyacetic acid 5-[2-(p-carboxymethoxy]phenyl)ethen-1-yl, C=1N=CN2C1C=CC=C2 (imidazo[1,5-a]pyridine). Reaction SMILES: C(OC(COC1C=CC(C=C[C:16]2[N:21]3[CH:22]=[N:23][CH:24]=[C:20]3[CH:19]=[CH:18][CH:17]=2)=CC=1)=O)C.[OH-].[Na+]>C(O)C>[CH:24]1[N:23]=[CH:22][N:21]2[CH:16]=[CH:17][CH:18]=[CH:19][C:20]=12 |f:1.2|. Procedure: 5-[2-(p-[Ethoxycarbonylmethoxy]phenyl)-ethen-1-yl]imidazo[1,5-a]pyridine (3.2 g) is refluxed in 30 ml of ethanol with 20 ml of 1N sodium hydroxide for 3 hours. The ethanol is evaporated and the aqueous phase is adjusted to pH=6. Filtration yields the substituted phenoxyacetic acid 5-[2-(p-carboxymethoxy]phenyl)ethen-1-yl]imidazo[1,5-a]pyridine. The reactants are Cc1ccccc1, [K+], COc1cccc(CC2CCCC2(O)c2nc(-c3ccccc3)c(-c3ccccc3)o2)c1, O=S(=O)([O-])O. Product: COc1cccc(CC2CCC=C2c2nc(-c3ccccc3)c(-c3ccccc3)o2)c1. Reaction SMILES: [CH3:39][c:40]1[cH:41][cH:42][cH:43][cH:44][cH:45]1.[K+:38].[OH:1][C:2]1([c:16]2[o:17][c:18](-[c:27]3[cH:28][cH:29][cH:30][cH:31][cH:32]3)[c:19](-[c:21]3[cH:22][cH:23][cH:24][cH:25][cH:26]3)[n:20]2)[CH:3]([CH2:7][c:8]2[cH:9][c:10]([O:14][CH3:15])[cH:11][cH:12][cH:13]2)[CH2:4][CH2:5][CH2:6]1.[S:33]([O-:34])([OH:35])(=[O:36])=[O:37]>>[C:2]1([c:16]2[o:17][c:18](-[c:27]3[cH:28][cH:29][cH:30][cH:31][cH:32]3)[c:19](-[c:21]3[cH:22][cH:23][cH:24][cH:25][cH:26]3)[n:20]2)=[CH:6][CH2:5][CH2:4][CH:3]1[CH2:7][c:8]1[cH:9][c:10]([O:14][CH3:15])[cH:11][cH:12][cH:13]1. Reactants: CCCCO, COc1ccc(-c2ccc3nc(Cl)nc(N4CCNCC4C(=O)Nc4cccc(C)c4)c3n2)cc1OC, [H-], [Na+], C1CCOC1, O. The product is CCCCOc1nc(N2CCNCC2C(=O)Nc2cccc(C)c2)c2nc(-c3ccc(OC)c(OC)c3)ccc2n1. As a reaction SMILES: [CH2:3]([CH2:4][CH2:5][CH3:6])[OH:7].[Cl:8][c:9]1[n:10][c:11]([N:29]2[CH:30]([C:35]([NH:36][c:37]3[cH:38][c:39]([CH3:43])[cH:40][cH:41][cH:42]3)=[O:44])[CH2:31][NH:32][CH2:33][CH2:34]2)[c:12]2[c:13]([n:14]1)[cH:15][cH:16][c:17](-[c:19]1[cH:20][c:21]([O:27][CH3:28])[c:22]([O:25][CH3:26])[cH:23][cH:24]1)[n:18]2.[H-:2].[Na+:1].[O:45]1[CH2:46][CH2:47][CH2:48][CH2:49]1.[OH2:50]>>[CH2:3]([CH2:4][CH2:5][CH3:6])[O:7][c:9]1[n:10][c:11]([N:29]2[CH:30]([C:35]([NH:36][c:37]3[cH:38][c:39]([CH3:43])[cH:40][cH:41][cH:42]3)=[O:44])[CH2:31][NH:32][CH2:33][CH2:34]2)[c:12]2[c:13]([n:14]1)[cH:15][cH:16][c:17](-[c:19]1[cH:20][c:21]([O:27][CH3:28])[c:22]([O:25][CH3:26])[cH:23][cH:24]1)[n:18]2.